Dataset: the Open Reaction Database (ORD), a public repository of structured organic reaction records. Task: describe an organic reaction: reactants, conditions, products, and yield The reactants are CC(N)C(=O)N1CCCC1C(=O)OC(C)(C)C, [BH3-]C#N, O=C(O)C(=O)O, CCOC(=O)C(=O)CCCCC1CCN(C(=O)OCc2ccccc2)CC1, CC(=O)[O-], CCO, CC(=O)O, [Na+], [Na+]. Yields the product CCOC(=O)C(CCCCC1CCN(C(=O)OCc2ccccc2)CC1)NC(C)C(=O)N1CCCC1C(=O)OC(C)(C)C. RXN SMILES: [C:11]([CH3:12])([CH3:13])([CH3:14])[O:15][C:16]([CH:17]1[N:18]([C:22]([CH:23]([NH2:24])[CH3:25])=[O:26])[CH2:19][CH2:20][CH2:21]1)=[O:27].[C:1]([BH3-:2])#[N:3].[C:5]([OH:6])(=[O:7])[C:8]([OH:9])=[O:10].[CH2:33]([c:34]1[cH:35][cH:36][cH:37][cH:38][cH:39]1)[O:40][C:41](=[O:42])[N:43]1[CH2:44][CH2:45][CH:46]([CH2:49][CH2:50][CH2:51][CH2:52][C:53]([C:54](=[O:55])[O:56][CH2:57][CH3:58])=[O:59])[CH2:47][CH2:48]1.[CH3:29][C:30](=[O:31])[O-:32].[CH3:60][CH2:61][OH:62].[CH3:63][C:64](=[O:65])[OH:66].[Na+:28].[Na+:4]>>[C:11]([CH3:12])([CH3:13])([CH3:14])[O:15][C:16]([CH:17]1[N:18]([C:22]([CH:23]([NH:24][CH:53]([CH2:52][CH2:51][CH2:50][CH2:49][CH:46]2[CH2:45][CH2:44][N:43]([C:41]([O:40][CH2:33][c:34]3[cH:35][cH:36][cH:37][cH:38][cH:39]3)=[O:42])[CH2:48][CH2:47]2)[C:54](=[O:55])[O:56][CH2:57][CH3:58])[CH3:25])=[O:26])[CH2:19][CH2:20][CH2:21]1)=[O:27]. Reaction SMILES: [C:30].[CH3:32][OH:33].[ClH:1].[NH:2]1[C:3]([CH:7]=[CH:8][c:9]2[cH:10][cH:11][c:12]([NH:15][C:16](=[O:17])[c:18]3[cH:19][cH:20][c:21](-[c:24]4[cH:25][cH:26][cH:27][cH:28][cH:29]4)[cH:22][cH:23]3)[cH:13][cH:14]2)=[N:4][CH2:5][CH2:6]1.[Pd:31]>>[ClH:1].[N:2]1=[C:3]([CH:7]=[CH:8][c:9]2[cH:10][cH:11][c:12]([NH:15][C:16](=[O:17])[c:18]3[cH:19][cH:20][c:21](-[c:24]4[cH:25][cH:26][cH:27][cH:28][cH:29]4)[cH:22][cH:23]3)[cH:13][cH:14]2)[NH:4][CH2:5][CH2:6]1. Starting materials: C, CO, Cl, O=C(Nc1ccc(C=CC2=NCCN2)cc1)c1ccc(-c2ccccc2)cc1, [Pd]. Product: Cl, O=C(Nc1ccc(C=CC2=NCCN2)cc1)c1ccc(-c2ccccc2)cc1. Reactants: CCCOc1ccccc1CCl, CS(C)=O, N#C[Na], O. Product: CCCOc1ccccc1CC#N. RXN SMILES: [CH2:1]([CH2:2][CH3:3])[O:4][c:5]1[c:6]([CH2:7][Cl:8])[cH:9][cH:10][cH:11][cH:12]1.[CH3:17][S:18]([CH3:19])=[O:20].[Na:13][C:14]#[N:15].[OH2:16]>>[CH2:1]([CH2:2][CH3:3])[O:4][c:5]1[c:6]([CH2:7][C:14]#[N:15])[cH:9][cH:10][cH:11][cH:12]1. The reactants are C(CCCCCCC)=O (octanal), solution, C(C=C)[Mg]Br (allylmagnesium bromide). Solvent: CCOCC (ether), CCOCC (ether). Run at time 18 hour. Product: C=CCC(CCCCCCC)O (rac-Undec-1-en-4-ol). The yield is 60.0%. RXN SMILES: [CH:1](=[O:9])[CH2:2][CH2:3][CH2:4][CH2:5][CH2:6][CH2:7][CH3:8].[CH2:10]([Mg]Br)[CH:11]=[CH2:12]>CCOCC>[CH2:10]=[CH:11][CH2:12][CH:1]([OH:9])[CH2:2][CH2:3][CH2:4][CH2:5][CH2:6][CH2:7][CH3:8]. Reported procedure: To a solution of 1.2 mL (7.8 mmol) of octanal in 30 mL of ether was added 15.6 mL of a 1.0 M solution of allylmagnesium bromide in ether. The reaction was allowed to stir at room temperature for 18 h and then quenched with saturated NH4Cl. The product was extracted with ether (2×20 mL), dried over Na2SO4 and filtered. The solvent was removed under reduced pressure and the remaining residue was purified by flash chromatography to give 0.79 g (60%) of the allylic alcohol. 1H NMR (400 MHz, CDCl3) δ... The reactants are C(C)OC(CCCOC=1C=C2C(=C(N(C2=CC1)CC1=CC=CC=C1)C)CC(=O)NN)=O (4-[[3-(2-hydrazino-2-oxoethyl)-2-methyl-1-(phenylmethyl)-1H-indole-5-yl]oxy]butanoic acid ethyl ester), [OH-].[Na+] (NaOH), Cl (HCl). Solvent: CCO (EtOH), C1CCOC1 (THF), O (water). The product is N(N)C(CC1=C(N(C2=CC=C(C=C12)OCCCC(=O)O)CC1=CC=CC=C1)C)=O (4-[[3-(2-hydrazino-2-oxoethyl)-2-methyl-1-(phenylmethyl)-1H-indole-5-yl]oxy]butanoic acid). Isolated yield 18.5%. As a reaction SMILES: C([O:3][C:4](=[O:31])[CH2:5][CH2:6][CH2:7][O:8][C:9]1[CH:10]=[C:11]2[C:15](=[CH:16][CH:17]=1)[N:14]([CH2:18][C:19]1[CH:24]=[CH:23][CH:22]=[CH:21][CH:20]=1)[C:13]([CH3:25])=[C:12]2[CH2:26][C:27]([NH:29][NH2:30])=[O:28])C.[OH-].[Na+].Cl>CCO.C1COCC1.O>[NH:29]([C:27](=[O:28])[CH2:26][C:12]1[C:11]2[C:15](=[CH:16][CH:17]=[C:9]([O:8][CH2:7][CH2:6][CH2:5][C:4]([OH:31])=[O:3])[CH:10]=2)[N:14]([CH2:18][C:19]2[CH:20]=[CH:21][CH:22]=[CH:23][CH:24]=2)[C:13]=1[CH3:25])[NH2:30] |f:1.2|. Procedure details: A solution of 310 mg (1 mmol) of 5-hydroxy-2-methyl-1-(phenylmethyl)-1H-indole-3-acetic acid hydrazide (Example 62) in 25 mL of DMSO was treated with 45 mg (1.1 mmol) of 60% NaH/mineral oil and after 0.25 hours, 0.16 mL (1.1 mmol) of ethyl 4-bromobutyrate was added. The mixture was stirred for 4 hours, diluted with water and extracted with EtOAc. The EtOAc solution was washed with NaCl solution, dried (Na2SO4), and concentrated at reduced pressure. The residue was chromatographed on silica eluti...